From a dataset of the Open Reaction Database (ORD), a public repository of structured organic reaction records. describe an organic reaction: reactants, conditions, products, and yield The reactants are ClC1=C(C(=NC=C1)C)OC (4-Chloro-3-methoxy-2-methyl-pyridine), COCCCOCCCO (dipropyleneglycolmonomethylether), N1CCNCC1 (piperazine), CN(C1=CC=CC=C1)C (N,N-dimethylaniline). Run at temperature 140 celsius, time 72 hour. Product: COC=1C(=NC=CC1N1CCNCC1)C (1-(3-Methoxy-2-methyl-4-pyridyl)piperazine). Isolated yield 94.1%. RXN SMILES: Cl[C:2]1[CH:7]=[CH:6][N:5]=[C:4]([CH3:8])[C:3]=1[O:9][CH3:10].COCCCOCCCO.[NH:21]1[CH2:26][CH2:25][NH:24][CH2:23][CH2:22]1.CN(C)C1C=CC=CC=1>>[CH3:10][O:9][C:3]1[C:4]([CH3:8])=[N:5][CH:6]=[CH:7][C:2]=1[N:21]1[CH2:26][CH2:25][NH:24][CH2:23][CH2:22]1. Procedure details: 4-Chloro-3-methoxy-2-methyl-pyridine (0.47 g, 3 mmol) was mixed with dipropyleneglycolmonomethylether (3 ml), piperazine (1.1 g, 7.2 mmol) and N,N-dimethylaniline (0.36 g, 3 mmol) and stirred at 140° C. for 72 hours. The solvent was removed under reduced pressure and the residue was purified by column chromatography (prepacked silica column, gradient ethyl acetate/methanol with the addition of 1% ammonia). The raw product was dissolved in 1M NaOH and extracted with a mixture of diethylether, dic... Reactants: C(C)(C)N(CC)C(C)C (diisopropylethylamine), CS(=O)(=O)Cl (methanesulfonyl chloride), CS(=O)(=O)Cl (methanesulfonyl chloride), C([O-])(O)=O.[Na+] (sodium bicarbonate), [H-].[Al+3].[Li+].[H-].[H-].[H-] (lithium aluminum hydride), [Cl-].[NH4+] (ammonium chloride), FC1=CC(=C(C=C1)C1=C(C2=CC=C(C=C2C=C1)OC)C(=O)C1=CC=C(C=C1)OCCN1CCCCC1)SC ([2-(4-fluoro-2-methylsulfanyl-phenyl)-6-methoxy-naphthalen-1-yl]-[4-(2-piperidin-1-yl-ethoxy)-phenyl]-methanone). The solvent is C1CCOC1 (THF), C1CCOC1 (THF). Yields the product FC=1C=C2SC(C3=C4C=CC(=CC4=CC=C3C2=CC1)OC)C1=CC=C(OCCN2CCCCC2)C=C1 (1-{2-[4-(8-Fluoro-2-methoxy-5H-6-thia-chrysen-5-yl)-phenoxy]-ethyl}-piperidine). The yield is 40.0%. RXN SMILES: [F:1][C:2]1[CH:7]=[CH:6][C:5]([C:8]2[CH:17]=[CH:16][C:15]3[C:10](=[CH:11][CH:12]=[C:13]([O:18][CH3:19])[CH:14]=3)[C:9]=2[C:20]([C:22]2[CH:27]=[CH:26][C:25]([O:28][CH2:29][CH2:30][N:31]3[CH2:36][CH2:35][CH2:34][CH2:33][CH2:32]3)=[CH:24][CH:23]=2)=O)=[C:4]([S:37]C)[CH:3]=1.[H-].[Al+3].[Li+].[H-].[H-].[H-].[Cl-].[NH4+].C(N(C(C)C)CC)(C)C.CS(Cl)(=O)=O.C(=O)(O)[O-].[Na+]>C1COCC1>[F:1][C:2]1[CH:3]=[C:4]2[C:5](=[CH:6][CH:7]=1)[C:8]1[C:9](=[C:10]3[C:15](=[CH:16][CH:17]=1)[CH:14]=[C:13]([O:18][CH3:19])[CH:12]=[CH:11]3)[CH:20]([C:22]1[CH:27]=[CH:26][C:25]([O:28][CH2:29][CH2:30][N:31]3[CH2:32][CH2:33][CH2:34][CH2:35][CH2:36]3)=[CH:24][CH:23]=1)[S:37]2 |f:1.2.3.4.5.6,7.8,11.12|. Reported procedure: Dissolve [2-(4-fluoro-2-methylsulfanyl-phenyl)-6-methoxy-naphthalen-1-yl]-[4-(2-piperidin-1-yl-ethoxy)-phenyl]-methanone (1.2 g, 2.2 mmol) in dry THF (20 mL). Add lithium aluminum hydride (1M in THF, 2.3 mL, 2.3 mmol) dropwise. After 10 minutes slowly pour the black solution into saturated aqueous ammonium chloride and extract with methylene chloride twice. Dry the combined organic layers with sodium sulfate, filter and concentrate to yield a 2:1 mixture of rotational diastereomers. Dissolve the... The reactants are OCC1=CC=C2C=CN(C2=C1)C(=O)OC(C)(C)C (6-hydroxymethyl-1H-indole-1-carboxylic acid, 1,1-dimethylethyl ester), I(=O)(=O)C1=C(C(=O)O)C=CC=C1 (o-iodoxybenzoic acid), O (Water). Solvent: CS(=O)C (dimethylsulfoxide). Product: C(=O)C1=CC=C2C=CN(C2=C1)C(=O)OC(C)(C)C (6-formyl-1H-indole-1-carboxylic acid, 1,1-dimethylethyl ester). The yield is 42.4%. As a reaction SMILES: [OH:1][CH2:2][C:3]1[CH:11]=[C:10]2[C:6]([CH:7]=[CH:8][N:9]2[C:12]([O:14][C:15]([CH3:18])([CH3:17])[CH3:16])=[O:13])=[CH:5][CH:4]=1.I(C1C=CC=CC=1C(O)=O)(=O)=O.O>CS(C)=O>[CH:2]([C:3]1[CH:11]=[C:10]2[C:6]([CH:7]=[CH:8][N:9]2[C:12]([O:14][C:15]([CH3:18])([CH3:17])[CH3:16])=[O:13])=[CH:5][CH:4]=1)=[O:1]. Reported procedure: A solution of 6-hydroxymethyl-1H-indole-1-carboxylic acid, 1,1-dimethylethyl ester (Example 31; 5.10 g, 20.6 mmol) and o-iodoxybenzoic acid (prepared by the literature procedure: Frigerio, M.; Santagostino, M. Tetrahedron Lett. 1994, 35, 8019-8022; 8.00 g, 28.6 mmol) in dimethylsulfoxide (25 mL) was stirred at room temperature for 4 h. Water (200 mL) was added and the solution was extracted with dichloromethane (3×100 mL). The combined extracts were washed with brine (200 mL), dried (MgSO4), fil... The reactants are C1CCNC1, CCO, CNc1nc(Cl)cc(NS(=O)(=O)c2ccc(N)cc2)n1. The product is CNc1nc(NS(=O)(=O)c2ccc(N)cc2)cc(N2CCCC2)n1. As a reaction SMILES: [CH2:21]1[CH2:22][CH2:23][NH:24][CH2:25]1.[CH3:26][CH2:27][OH:28].[NH2:1][c:2]1[cH:3][cH:4][c:5]([S:8](=[O:9])(=[O:10])[NH:11][c:12]2[n:13][c:14]([NH:19][CH3:20])[n:15][c:16]([Cl:18])[cH:17]2)[cH:6][cH:7]1>>[NH2:1][c:2]1[cH:3][cH:4][c:5]([S:8](=[O:9])(=[O:10])[NH:11][c:12]2[n:13][c:14]([NH:19][CH3:20])[n:15][c:16]([N:24]3[CH2:23][CH2:22][CH2:21][CH2:25]3)[cH:17]2)[cH:6][cH:7]1. Reactants: CC1CCS(C2=C(C=C(C(=C12)C)C(=O)C=1C=NN(C1O)CC)C)(=O)=O (4,5,8-trimethyl-6-(1-ethyl-5-hydroxypyrazol-4-yl)carbonylthiochroman-1,1-dioxide), C([O-])([O-])=O.[K+].[K+] (potassium carbonate), C(CC)S(=O)(=O)Cl (n-propanesulfonyl chloride), [Cl-] (chloride). Solvent: O (water), ClCCl (dichloromethane). Yields the product CC1CCS(C2=C(C=C(C(=C12)C)C(=O)C=1C=NN(C1OS(=O)(=O)CCC)CC)C)(=O)=O (4,5,8-trimethyl-6-(1-ethyl-5-n-propanesulfonyloxypyrazol-4-yl)carbonylthiochroman-1,1-dioxide). Isolated yield 95.9%. RXN SMILES: [CH3:1][CH:2]1[C:11]2[C:6](=[C:7]([CH3:23])[CH:8]=[C:9]([C:13]([C:15]3[CH:16]=[N:17][N:18]([CH2:21][CH3:22])[C:19]=3[OH:20])=[O:14])[C:10]=2[CH3:12])[S:5](=[O:25])(=[O:24])[CH2:4][CH2:3]1.C(=O)([O-])[O-].[K+].[K+].[CH2:32]([S:35](Cl)(=[O:37])=[O:36])[CH2:33][CH3:34].[Cl-]>O.ClCCl>[CH3:1][CH:2]1[C:11]2[C:6](=[C:7]([CH3:23])[CH:8]=[C:9]([C:13]([C:15]3[CH:16]=[N:17][N:18]([CH2:21][CH3:22])[C:19]=3[O:20][S:35]([CH2:32][CH2:33][CH3:34])(=[O:37])=[O:36])=[O:14])[C:10]=2[CH3:12])[S:5](=[O:25])(=[O:24])[CH2:4][CH2:3]1 |f:1.2.3|. Procedure: A 30-ml eggplant type flask was charged with 0.25 g (0.69 mmol) of 4,5,8-trimethyl-6-(1-ethyl-5-hydroxypyrazol-4-yl)carbonylthiochroman-1,1-dioxide, 5 ml of dichloromethane, 5 ml of water and 0.09 g (0.69 mmol, 1 equivalent) of potassium carbonate, and 0.11 g (0.76 mmol, 1.1 equivalents) of n-propanesulfonyl chloride was dropwise added with stirring at room temperature. 5 mg of benzyltriethylaminonium chloride (BTEAC) was added, and the mixture was allowed to react at the above temperature for 2...